From a dataset of the Open Reaction Database (ORD), a public repository of structured organic reaction records. describe an organic reaction: reactants, conditions, products, and yield The reactants are C(#N)C(C(=O)OCC(C)C)=C (isobutyl 2-cyanoacrylate), C(#N)OC(C=C)=O (cyanoacrylate), C1=CC=CC2=CC3=CC=CC=C3C=C12 (anthracene). Product: C1=CC=CC2=CC3=CC=CC=C3C=C12.C(#N)C(C(=O)OCC(C)C)=C (anthracene isobutyl 2-cyanoacrylate). RXN SMILES: [C:1]([C:3](=[CH2:11])[C:4]([O:6][CH2:7][CH:8]([CH3:10])[CH3:9])=[O:5])#[N:2].C(OC(=O)C=C)#N.[CH:19]1[C:32]2[C:23](=[CH:24][C:25]3[C:30]([CH:31]=2)=[CH:29][CH:28]=[CH:27][CH:26]=3)[CH:22]=[CH:21][CH:20]=1>>[CH:22]1[C:23]2[C:32](=[CH:31][C:30]3[C:25]([CH:24]=2)=[CH:26][CH:27]=[CH:28][CH:29]=3)[CH:19]=[CH:20][CH:21]=1.[C:1]([C:3](=[CH2:11])[C:4]([O:6][CH2:7][CH:8]([CH3:9])[CH3:10])=[O:5])#[N:2] |f:3.4|. Reported procedure: The preferred dieneophile is isobutyl 2-cyanoacrylate, and the reaction of this latter cyanoacrylate with anthracene will yield the anthracene/isobutyl 2-cyanoacrylate adduct (II) in nearly quantitative yield. Reactants: NC1=C(C=CC=C1)C#N (2-amino-1-cyano-benzene), COC1=C2CCCC(C2=CC=C1)=O (3, 4-dihydro-5-methoxy-[2H)-napthalen-1-one), B(F)(F)F.CCOCC (boron trifluoride diethyl etherate). Yields the product NC1=C2C=CC=CC2=NC=2C3=C(CCC12)C(=CC=C3)OC (7-Amino-5, 6-dihydro-4-methoxybenz-[c]-acridine). As a reaction SMILES: [NH2:1][C:2]1[CH:7]=[CH:6][CH:5]=[CH:4][C:3]=1[C:8]#[N:9].[CH3:10][O:11][C:12]1[CH:21]=[CH:20][CH:19]=[C:18]2[C:13]=1[CH2:14][CH2:15][CH2:16][C:17]2=O.B(F)(F)F.CCOCC>>[NH2:9][C:8]1[C:16]2[CH2:15][CH2:14][C:13]3[C:12]([O:11][CH3:10])=[CH:21][CH:20]=[CH:19][C:18]=3[C:17]=2[N:1]=[C:2]2[C:3]=1[CH:4]=[CH:5][CH:6]=[CH:7]2 |f:2.3|. Procedure: 2-amino-1-cyano-benzene (5.0 g, 42.3 mmol), 3, 4-dihydro-5-methoxy-[2H)-napthalen-1-one) (Aldrich Chemicals) (8.1 g, 46.0 mmol) and boron trifluoride diethyl etherate (1M, 5.7 ml, 46.6 mmol) were treated according to general procedure described herein to give the title compound. The reactants are O=C(c1ccccc1)c1ccc(Br)cc1, CCO, Cl, CON, c1ccncc1. Product: CON=C(c1ccccc1)c1ccc(Br)cc1. As a reaction SMILES: [Br:1][c:2]1[cH:3][cH:4][c:5]([C:6](=[O:7])[c:8]2[cH:9][cH:10][cH:11][cH:12][cH:13]2)[cH:14][cH:15]1.[CH3:20][CH2:21][OH:22].[ClH:16].[O:17]([CH3:18])[NH2:19].[cH:23]1[cH:24][cH:25][n:26][cH:27][cH:28]1>>[Br:1][c:2]1[cH:3][cH:4][c:5]([C:6]([c:8]2[cH:9][cH:10][cH:11][cH:12][cH:13]2)=[N:19][O:17][CH3:18])[cH:14][cH:15]1.